describe an organic reaction: reactants, conditions, products, and yield From a dataset of the Open Reaction Database (ORD), a public repository of structured organic reaction records. Starting materials: ClC1=CC(=NC2=CC=C(C=C12)C)N1CCS(C2=C(C1)C=CC=C2)(=O)=O (4-(4-chloro-6-methylquinolin-2-yl)-2,3,4,5-tetrahydro-1,4-benzothiazepine 1,1-dioxide), C(CCCCCCCN)N (octane-1,8-diamine). Product: O=S1(CCN(CC2=C1C=CC=C2)C2=NC1=CC=C(C=C1C(=C2)NCCCCCCCCN)C)=O (N-[2-(1,1-Dioxido-2,3-dihydro-1,4-benzothiazepin-4(5H)-yl)-6-methylquinolin-4-yl]octane-1,8-diamine). RXN SMILES: Cl[C:2]1[C:11]2[C:6](=[CH:7][CH:8]=[C:9]([CH3:12])[CH:10]=2)[N:5]=[C:4]([N:13]2[CH2:19][C:18]3[CH:20]=[CH:21][CH:22]=[CH:23][C:17]=3[S:16](=[O:25])(=[O:24])[CH2:15][CH2:14]2)[CH:3]=1.[CH2:26]([NH2:35])[CH2:27][CH2:28][CH2:29][CH2:30][CH2:31][CH2:32][CH2:33][NH2:34]>>[O:24]=[S:16]1(=[O:25])[C:17]2[CH:23]=[CH:22][CH:21]=[CH:20][C:18]=2[CH2:19][N:13]([C:4]2[CH:3]=[C:2]([NH:34][CH2:33][CH2:32][CH2:31][CH2:30][CH2:29][CH2:28][CH2:27][CH2:26][NH2:35])[C:11]3[C:6](=[CH:7][CH:8]=[C:9]([CH3:12])[CH:10]=3)[N:5]=2)[CH2:14][CH2:15]1. Reported procedure: The title compound was prepared in analogy to Example 12-1 in Scheme 5 by using 4-(4-chloro-6-methylquinolin-2-yl)-2,3,4,5-tetrahydro-1,4-benzothiazepine 1,1-dioxide (prepared in analogy to the one in Example 2-1) and octane-1,8-diamine. MS obsd. (ESI+) [(M+H)+] 481, 1H NMR (400 MHz, CD3OD) δ ppm 8.10-8.08 (dd, J=1.2 Hz, 1 H), 7.92 (s, 1 H), 7.86-7.84 (d, J=7.6 Hz, 1 H), 7.71-7.67 (m, 2 H), 7.61-7.55 (m, 2 H), 5.92 (s, 1 H), 5.28 (s, 2 H), 4.52 (s, 2 H), 3.75-3.73 (m, 2 H), 3.50-3.46 (t, 2 H), 2... Starting materials: C(C)OC(C1=CC=C(C=C1)N(C=1C=C2C(OC(C2=CC1)(C)C)(C)C)C(C)C)=O (4-[i-propyl-(1,1,3,3-tetramethyl-1,3-dihydro-isobenzofuran-5-yl)-amino]-benzoic acid ethyl ester), C(C)OC(C1=CC=C(C=C1)N(C=1C=C2C(OC(C2=CC1)(C)C)(C)C)C(C)C)=O (4-[i-propyl-(1,1,3,3-tetramethyl-1,3-dihydro-isobenzofuran-5-yl)-amino]-benzoic acid ethyl ester), [OH-].[Na+] (sodium hydroxide). Solvent: C(C)O (ethanol). Reaction conditions: temperature 55 celsius. Product: C(C)(C)N(C1=CC=C(C(=O)O)C=C1)C=1C=C2C(OC(C2=CC1)(C)C)(C)C (4-[i-Propyl-(1,1,3,3-tetramethyl-1,3-dihydro-isobenzofuran-5-yl)-amino]-benzoic acid). The yield is 90.0%. RXN SMILES: C([O:3][C:4](=[O:28])[C:5]1[CH:10]=[CH:9][C:8]([N:11]([CH:25]([CH3:27])[CH3:26])[C:12]2[CH:13]=[C:14]3[C:18](=[CH:19][CH:20]=2)[C:17]([CH3:22])([CH3:21])[O:16][C:15]3([CH3:24])[CH3:23])=[CH:7][CH:6]=1)C.[OH-].[Na+]>C(O)C>[CH:25]([N:11]([C:12]1[CH:13]=[C:14]2[C:18](=[CH:19][CH:20]=1)[C:17]([CH3:22])([CH3:21])[O:16][C:15]2([CH3:24])[CH3:23])[C:8]1[CH:7]=[CH:6][C:5]([C:4]([OH:28])=[O:3])=[CH:10][CH:9]=1)([CH3:27])[CH3:26] |f:1.2|. Procedure: A solution of 4-[i-propyl-(1,1,3,3-tetramethyl-1,3-dihydro-isobenzofuran-5-yl)-amino]-benzoic acid ethyl ester (Compound 86, 0.007 g) in 5 mL of ethanol was treated with 2 mL of 5M sodium hydroxide solution and the resulting solution was heated at 55° C. for 2 hours. The volatiles were removed by distillation in vacuo and the residue was acidified using hydrochloric acid and extracted with ethyl acetate. The organic extract was washed with brine, dried over anhydrous sodium sulfate and evaporate... The reactants are CS(=O)(=O)Cl, ClCCl, COc1c(-c2ccc3nc(N)sc3c2)cc(-n2ccc(=O)[nH]c2=O)cc1C(C)(C)C, c1ccncc1. Product: COc1c(-c2ccc3nc(NS(C)(=O)=O)sc3c2)cc(-n2ccc(=O)[nH]c2=O)cc1C(C)(C)C. As a reaction SMILES: [CH3:31][S:32]([Cl:33])(=[O:34])=[O:35].[Cl:42][CH2:43][Cl:44].[NH2:1][c:2]1[s:3][c:4]2[c:5]([n:6]1)[cH:7][cH:8][c:9](-[c:11]1[cH:12][c:13](-[n:23]3[c:24](=[O:30])[nH:25][c:26](=[O:29])[cH:27][cH:28]3)[cH:14][c:15]([C:19]([CH3:20])([CH3:21])[CH3:22])[c:16]1[O:17][CH3:18])[cH:10]2.[cH:36]1[cH:37][cH:38][n:39][cH:40][cH:41]1>>[NH:1]([c:2]1[s:3][c:4]2[c:5]([n:6]1)[cH:7][cH:8][c:9](-[c:11]1[cH:12][c:13](-[n:23]3[c:24](=[O:30])[nH:25][c:26](=[O:29])[cH:27][cH:28]3)[cH:14][c:15]([C:19]([CH3:20])([CH3:21])[CH3:22])[c:16]1[O:17][CH3:18])[cH:10]2)[S:32]([CH3:31])(=[O:34])=[O:35]. The reactants are NC1=NC(=NC=C1C(=O)C1=C(C=CC(=C1)F)OCC)S(=O)CC ((4-amino-2-ethylsulfinyl-pyrimidin-5-yl)-(2-ethoxy-5-fluoro-phenyl)-methanone), FC(C(=O)O)(F)F.CS(=O)(=O)N1CCC(CC1)N (1-methanesulfonyl-piperidin-4-ylamine; compound with trifluoroacetic acid). Yields the product NC1=NC(=NC=C1C(=O)C1=C(C=CC(=C1)F)OCC)NC1CCN(CC1)S(=O)(=O)C ([4-Amino-2-(1-methanesulfonyl-piperidin-4-ylamino)-pyrimidin-5-yl]-(2-ethoxy-5-fluoro-phenyl)-methanone). As a reaction SMILES: [NH2:1][C:2]1[C:7]([C:8]([C:10]2[CH:15]=[C:14]([F:16])[CH:13]=[CH:12][C:11]=2[O:17][CH2:18][CH3:19])=[O:9])=[CH:6][N:5]=[C:4](S(CC)=O)[N:3]=1.FC(F)(F)C(O)=O.[CH3:31][S:32]([N:35]1[CH2:40][CH2:39][CH:38]([NH2:41])[CH2:37][CH2:36]1)(=[O:34])=[O:33]>>[NH2:1][C:2]1[C:7]([C:8]([C:10]2[CH:15]=[C:14]([F:16])[CH:13]=[CH:12][C:11]=2[O:17][CH2:18][CH3:19])=[O:9])=[CH:6][N:5]=[C:4]([NH:41][CH:38]2[CH2:39][CH2:40][N:35]([S:32]([CH3:31])(=[O:34])=[O:33])[CH2:36][CH2:37]2)[N:3]=1 |f:1.2|. Reported procedure: The compound was prepared from (4-amino-2-ethylsulfinyl-pyrimidin-5-yl)-(2-ethoxy-5-fluoro-phenyl)-methanone (Example 201) and 1-methanesulfonyl-piperidin-4-ylamine; compound with trifluoroacetic acid (Example 162) in an analogous manner as described in Example 172. HR-MS (ES, m/z) calculated for C19H25N5O4SF [(M+H)+] 438.1606, observed 438.1610. The reactants are C(C1=CC=CC=C1)(C1=CC=CC=C1)NC(C(CC)C)P(O)O (1-benzhydrylamino-2-methylbutanephosphonous acid), C(C1=CC=CC=C1)(C1=CC=CC=C1)NC(C(C)C)P(O)O (1-benzhydrylamino-2-methylpropanephosphonous acid). Product: NC(C(CC)C)P(O)O (1-amino-2-methylbutanephosphonous acid). Reaction SMILES: C([NH:14][CH:15]([P:20]([OH:22])[OH:21])[CH:16]([CH3:19])[CH2:17][CH3:18])(C1C=CC=CC=1)C1C=CC=CC=1.C(NC(P(O)O)C(C)C)(C1C=CC=CC=1)C1C=CC=CC=1>>[NH2:14][CH:15]([P:20]([OH:22])[OH:21])[CH:16]([CH3:19])[CH2:17][CH3:18]. Reported procedure: The procedure described in Example 1C was repeated using DL-1-benzhydrylamino-2-methylbutanephosphonous acid as starting material instead of DL-1-benzhydrylamino-2-methylpropanephosphonous acid to give DL-1-amino-2-methylbutanephosphonous acid of melting point 203° (dec.). The reactants are C(C)OCC=1N(C2=C(C(=NC=3C=CC(=CC23)OC2CCNCC2)N)N1)CCC (2-(ethoxymethyl)-8-(piperidin-4-yloxy)-1-propyl-1H-imidazo[4,5-c]quinolin-4-amine), C(C(C)C)(=O)Cl (isobutyryl chloride). Yields the product C(C)OCC=1N(C2=C(C(=NC=3C=CC(=CC23)OC2CCN(CC2)C(C(C)C)=O)N)N1)CCC (2-(ethoxymethyl)-8-[(1-isobutyrylpiperidin-4-yl)oxy]-1-propyl-1H-imidazo[4,5-c]quinolin-4-amine). Reaction SMILES: [CH2:1]([O:3][CH2:4][C:5]1[N:6]([CH2:26][CH2:27][CH3:28])[C:7]2[C:16]3[CH:15]=[C:14]([O:17][CH:18]4[CH2:23][CH2:22][NH:21][CH2:20][CH2:19]4)[CH:13]=[CH:12][C:11]=3[N:10]=[C:9]([NH2:24])[C:8]=2[N:25]=1)[CH3:2].[C:29](Cl)(=[O:33])[CH:30]([CH3:32])[CH3:31]>>[CH2:1]([O:3][CH2:4][C:5]1[N:6]([CH2:26][CH2:27][CH3:28])[C:7]2[C:16]3[CH:15]=[C:14]([O:17][CH:18]4[CH2:19][CH2:20][N:21]([C:29](=[O:33])[CH:30]([CH3:32])[CH3:31])[CH2:22][CH2:23]4)[CH:13]=[CH:12][C:11]=3[N:10]=[C:9]([NH2:24])[C:8]=2[N:25]=1)[CH3:2]. Procedure: A modification of the procedure described in Example 413 was used. 2-(Ethoxymethyl)-8-(piperidin-4-yloxy)-1-propyl-1H-imidazo[4,5-c]quinolin-4-amine (prepared as described in Example 411, 0.650 g, 1.69 mmol) was treated with isobutyryl chloride instead of the methanesulfonic anhydride. After the work up, the crude product was purified by chromatography on a HORIZON HPFC system (silica gel, gradient elution with 2-25% CMA in chloroform) followed by recrystallization from acetonitrile to yield 0.5... Solvent: CCOCC (Et2O). Reported procedure: p-Methoxybenzyl alcohol (13.8 g, 0.1 mol) was added dropwise to a solution of 48% HBr (50 gm, 0.3 mol of HBr) over a period of 15 min and the solution was then stirred for an additional 15 min before being poured into a mixture of ice-H2O and Et2O. The layers were separated and the aqueous layer was extracted with Et2O. The combined Et2O extracts were washed with sat. NaCl, dried over Na2SO4 and evaporated to dryness to give 23.4 gm of p-methoxybenzyl bromide suitable for use in the next step. Reaction SMILES: [CH3:1][O:2][C:3]1[CH:4]=[CH:5][C:6]([CH2:9]O)=[CH:7][CH:8]=1.[BrH:11]>CCOCC>[CH3:1][O:2][C:3]1[CH:4]=[CH:5][C:6]([CH2:9][Br:11])=[CH:7][CH:8]=1. Yields the product COC1=CC=C(CBr)C=C1 (p-methoxybenzyl bromide). Isolated yield 116.4%. Conditions: time 15 minute. The reactants are COC=1C=CC(=CC1)CO (p-Methoxybenzyl alcohol), Br (HBr), ice H2O. Starting materials: C(CCC)C=1C=NC2=CC=CC=C2C1Cl (3-butyl-4-chloro quinoline), NC1=CC=C(C(=O)O)C=C1 (4-amino benzoic acid), Cl (hydrochloric acid). Yields the product C(CCC)C=1C=NC2=CC=CC=C2C1NC1=CC=C(C(=O)O)C=C1 (4-[(3-butyl-4-quinolinyl)-amino]-benzoic acid). Yield: 29.0%. Reaction SMILES: [CH2:1]([C:5]1[CH:6]=[N:7][C:8]2[C:13]([C:14]=1Cl)=[CH:12][CH:11]=[CH:10][CH:9]=2)[CH2:2][CH2:3][CH3:4].[NH2:16][C:17]1[CH:25]=[CH:24][C:20]([C:21]([OH:23])=[O:22])=[CH:19][CH:18]=1.Cl>>[CH2:1]([C:5]1[CH:6]=[N:7][C:8]2[C:13]([C:14]=1[NH:16][C:17]1[CH:25]=[CH:24][C:20]([C:21]([OH:23])=[O:22])=[CH:19][CH:18]=1)=[CH:12][CH:11]=[CH:10][CH:9]=2)[CH2:2][CH2:3][CH3:4]. Procedure details: 0.520 g of the product of Step F of Example 1 and 0.390 g of 4-amino benzoic acid were introduced into 6 ml of 2N hydrochloric acid and the solution was refluxed for 63 hours. The precipitate was filtered off, washed with water and taken up in 10 ml of 2N sodium hydroxide in 40 ml of water, then washed with ethyl acetate. The aqueous phase was taken up in acetic acid and the precipitate was filtered, washed with water, separated out and taken up in ether. After drying, 220 mg of the expected pro... The reactants are NC=1SC2=C(N1)C=C(C(=C2)SS(=O)(=O)C2=CC=C(C=C2)C)C(C)(C)C (toluene-4-thiosulfonic acid S-(2-amino-5-tert-butyl-benzothiazol-6-yl)ester), C(C)(=O)Cl (acetyl chloride), N1=CC=CC=C1 (pyridine). The reagents and catalysts are CN(C)C=1C=CN=CC1 (DMAP). The solvent is C(Cl)Cl (CH2Cl2). The product is C(C)(=O)NC=1SC2=C(N1)C=C(C(=C2)SS(=O)(=O)C2=CC=C(C=C2)C)C(C)(C)C (Toluene-4-thiosulfonic acid S-(2-acetylamino-5-tert-butyl-benzothiazol-6-yl)ester). As a reaction SMILES: [NH2:1][C:2]1[S:3][C:4]2[CH:10]=[C:9]([S:11][S:12]([C:15]3[CH:20]=[CH:19][C:18]([CH3:21])=[CH:17][CH:16]=3)(=[O:14])=[O:13])[C:8]([C:22]([CH3:25])([CH3:24])[CH3:23])=[CH:7][C:5]=2[N:6]=1.[C:26](Cl)(=[O:28])[CH3:27].N1C=CC=CC=1>CN(C1C=CN=CC=1)C.C(Cl)Cl>[C:26]([NH:1][C:2]1[S:3][C:4]2[CH:10]=[C:9]([S:11][S:12]([C:15]3[CH:20]=[CH:19][C:18]([CH3:21])=[CH:17][CH:16]=3)(=[O:14])=[O:13])[C:8]([C:22]([CH3:25])([CH3:24])[CH3:23])=[CH:7][C:5]=2[N:6]=1)(=[O:28])[CH3:27]. Reported procedure: The title compound was prepared as described in Example BB-15 using toluene-4-thiosulfonic acid S-(2-amino-5-tert-butyl-benzothiazol-6-yl)ester (prepared in Example BB-1; 1.75 g, 4.47 mmol), acetyl chloride (4 mL), pyridine (5 mL), DMAP (0.3 g) and CH2Cl2 (20 mL). The crude product was purified by flash silica gel chromatography (20%-70% EtOAc in hexanes as eluents). MS(APCI): 435 (M+H). Starting materials: saturated solution, Br (hydrobromic acid), BrBr (bromine), BrBr (bromine), Cl.C(C1=CC=CC=C1)N1CCC(CCC1)=O (1-benzylhexahydroazepin-4-one hydrochloride). Solvent: C(C)(=O)O (acetic acid), C(C)(=O)O (acetic acid). Product: Br.C(C1=CC=CC=C1)N1CCC(C(CC1)Br)=O (1-Benzyl-5 bromohexahydroazepin-4-one hydrobromide). Reaction SMILES: Cl.[CH2:2]([N:9]1[CH2:15][CH2:14][CH2:13][C:12](=[O:16])[CH2:11][CH2:10]1)[C:3]1[CH:8]=[CH:7][CH:6]=[CH:5][CH:4]=1.[BrH:17].BrBr>C(O)(=O)C>[BrH:17].[CH2:2]([N:9]1[CH2:15][CH2:14][CH:13]([Br:17])[C:12](=[O:16])[CH2:11][CH2:10]1)[C:3]1[CH:4]=[CH:5][CH:6]=[CH:7][CH:8]=1 |f:0.1,5.6|. Procedure details: 175 g of (0.732 mol) 1-benzylhexahydroazepin-4-one hydrochloride IV are dissolved in 500 mL acetic acid. Upon addition of 100 mL of a saturated solution (30%) of hydrobromic acid in acetic acid, 37 mL (0.732 mol) of bromine are added dropwise at room temperature and with efficient stirring, whereby the brown color of bromine disappears.